Dataset: the Open Reaction Database (ORD), a public repository of structured organic reaction records. Task: describe an organic reaction: reactants, conditions, products, and yield Starting materials: Br, O=C1CCC(=O)N1Br, CCCOc1ccccc1-c1nc2c(C)cccc2c(=O)[nH]1, CC(=O)O, CN(C)C=O. Product: CCCOc1ccc(Br)cc1-c1nc2c(C)cccc2c(=O)[nH]1. Reaction SMILES: [Br:1].[Br:24][N:25]1[C:26](=[O:27])[CH2:28][CH2:29][C:30]1=[O:31].[CH3:2][c:3]1[cH:4][cH:5][cH:6][c:7]2[c:8](=[O:23])[nH:9][c:10](-[c:13]3[c:14]([O:19][CH2:20][CH2:21][CH3:22])[cH:15][cH:16][cH:17][cH:18]3)[n:11][c:12]12.[CH3:32][C:33](=[O:34])[OH:35].[CH3:36][N:37]([CH3:38])[CH:39]=[O:40]>>[CH3:2][c:3]1[cH:4][cH:5][cH:6][c:7]2[c:8](=[O:23])[nH:9][c:10](-[c:13]3[c:14]([O:19][CH2:20][CH2:21][CH3:22])[cH:15][cH:16][c:17]([Br:24])[cH:18]3)[n:11][c:12]12. Starting materials: BrC1=C(C=C(C=C1)Cl)C (2-bromo-5-chlorotoluene), O (water). The reagents and catalysts are [O-2].[Cr+6].[O-2].[O-2] (chromium(VI) oxide). Run in C(C)(=O)OC(C)=O (acetic anhydride), S(O)(O)(=O)=O (sulfuric acid), C(C)(=O)OC(C)=O (acetic anhydride). Conditions: temperature -5 celsius, time 1 hour. Yields the product BrC1=C(C=O)C=C(C=C1)Cl (2-bromo-5-chlorobenzaldehyde). RXN SMILES: [Br:1][C:2]1[CH:7]=[CH:6][C:5]([Cl:8])=[CH:4][C:3]=1[CH3:9].[OH2:10]>C(OC(=O)C)(=O)C.S(=O)(=O)(O)O.[O-2].[Cr+6].[O-2].[O-2]>[Br:1][C:2]1[CH:7]=[CH:6][C:5]([Cl:8])=[CH:4][C:3]=1[CH:9]=[O:10] |f:4.5.6.7|. Procedure details: To the solution of 2-bromo-5-chlorotoluene (25 g) in acetic anhydride (100 ml) and sulfuric acid (20 ml) was added dropwise chromium(VI) oxide (36.5 g) in acetic anhydride (200 ml) for 3 hours at -15° C. The mixture was stirred for 1 hour at -5° C. and then poured into ice-cooled water, and extracted with ether. The organic layer was washed with water and saturated sodium chloride solution, and dried over anhydrous sodium sulfate. After removal of the solvent under reduced pressure, the residue ... Reactants: ClC1=NC(=CC(=C1)C1=CN(C2=NC=CC=C21)S(=O)(=O)C2=CC=CC=C2)Cl (3-(2,6-dichloropyridin-4-yl)-1-(phenyl sulfonyl)-1H-pyrrolo[2,3-b]pyridine), CC1=C(C=CC=C1C)B(O)O (2,3-dimethylphenylboronic acid), dichlorobis(triphenylphosphine) palladium(II), C([O-])([O-])=O.[Na+].[Na+] (sodium carbonate). The solvent is C(C)(=O)OCC (ethyl acetate), C(OC)COC.C(C)O.O (dimethoxyethane ethanol water). Product: ClC1=NC(=CC(=C1)C1=CNC2=NC=CC=C21)C2=C(C(=CC=C2)C)C (3-[2-chloro-6-(2,3-dimethylphenyl)pyridin-4-yl]-1H-pyrrolo[2,3-b]pyridine). Isolated yield 13.5%. RXN SMILES: Cl[C:2]1[CH:7]=[C:6]([C:8]2[C:16]3[C:11](=[N:12][CH:13]=[CH:14][CH:15]=3)[N:10](S(C3C=CC=CC=3)(=O)=O)[CH:9]=2)[CH:5]=[C:4]([Cl:26])[N:3]=1.[CH3:27][C:28]1[C:33]([CH3:34])=[CH:32][CH:31]=[CH:30][C:29]=1B(O)O.C(=O)([O-])[O-].[Na+].[Na+]>C(COC)OC.C(O)C.O.C(OCC)(=O)C>[Cl:26][C:4]1[CH:5]=[C:6]([C:8]2[C:16]3[C:11](=[N:12][CH:13]=[CH:14][CH:15]=3)[NH:10][CH:9]=2)[CH:7]=[C:2]([C:29]2[CH:30]=[CH:31][CH:32]=[C:33]([CH3:34])[C:28]=2[CH3:27])[N:3]=1 |f:2.3.4,5.6.7|. Procedure: To a solution of Example 7a (0.08 g, 0.2 mmol), in 2 mL dimethoxyethane/ethanol/water (7:2:3) was added 2,3-dimethylphenylboronic acid (0.036 g, 0.27 mmol), catalytic dichlorobis(triphenylphosphine) palladium(II) and 0.297 mL of 1M aqueous sodium carbonate. The contents were heated at 150 degrees for 30 minutes in a microwave. The reaction was diluted with ethyl acetate and washed with brine, dried over MgSO4, filtered, and concentrated. The residue was purified on silica gel using flash chromat... Starting materials: [O-]CC.[Na+] (Sodium ethoxide), CSC(CCCC(CC=O)C)(C)C (7-methylthio-3,7-dimethyloctan-1-al), C(C)OC(=O)C=C(CP(OCC)(OCC)=O)C (diethyl 3-ethoxycarbonyl-2-methyl-prop-2-enyl-phosphonate). The solvent is CN(C=O)C (dimethylformamide). Reaction conditions: time 1.5 hour. Yields the product CSC(CCCC(CC=CC(=CC(=O)OCC)C)C)(C)C (ethyl 11-methylthio-3,7,11-trimethyldodeca-2,4-dienoate). As a reaction SMILES: [O-]CC.[Na+].[CH3:5][S:6][C:7]([CH3:17])([CH3:16])[CH2:8][CH2:9][CH2:10][CH:11]([CH3:15])[CH2:12][CH:13]=O.[CH2:18]([O:20][C:21]([CH:23]=[C:24]([CH3:34])[CH2:25]P(=O)(OCC)OCC)=[O:22])[CH3:19]>CN(C)C=O>[CH3:5][S:6][C:7]([CH3:17])([CH3:16])[CH2:8][CH2:9][CH2:10][CH:11]([CH3:15])[CH2:12][CH:13]=[CH:25][C:24]([CH3:34])=[CH:23][C:21]([O:20][CH2:18][CH3:19])=[O:22] |f:0.1|. Procedure: Sodium ethoxide (prepared from 0.2 g. of sodium and 12 ml. of ethanol) is slowly added to a mixture of 1.1 g. of 7-methylthio-3,7-dimethyloctan-1-al, diethyl 3-ethoxycarbonyl-2-methyl-prop-2-enyl-phosphonate (1.6 g.) and 50 ml. of dimethylformamide, with stirring, under nitrogen, at 0°. The reaction is stirred for 1.5 hours after addition is complete and then worked up by extraction with ether to yield ethyl 11-methylthio-3,7,11-trimethyldodeca-2,4-dienoate. Starting materials: CCOCC (ether), [Br-].C(CCCCCCCCCCC)[N+]1=C(C=CC=C1)C (1-Dodecyl-2-methylpyridinium bromide), N1(CCCCC1)C1=CC=C(C=O)C=C1 (4-piperidinobenzaldehyde), N1CCCCC1 (piperdine). The solvent is CO (methanol). Product: [Br-].C(CCCCCCCCCCC)[N+]1=C(C=CC=C1)C=CC1=CC=C(C=C1)N1CCCCC1 (1-dodecyl-2-[(4-piperidino)styryl]pyridinium bromide). Isolated yield 24.7%. RXN SMILES: [Br-:1].[CH2:2]([N+:14]1[CH:19]=[CH:18][CH:17]=[CH:16][C:15]=1[CH3:20])[CH2:3][CH2:4][CH2:5][CH2:6][CH2:7][CH2:8][CH2:9][CH2:10][CH2:11][CH2:12][CH3:13].[N:21]1([C:27]2[CH:34]=[CH:33][C:30]([CH:31]=O)=[CH:29][CH:28]=2)[CH2:26][CH2:25][CH2:24][CH2:23][CH2:22]1.N1CCCCC1.CCOCC>CO>[Br-:1].[CH2:2]([N+:14]1[CH:19]=[CH:18][CH:17]=[CH:16][C:15]=1[CH:20]=[CH:31][C:30]1[CH:29]=[CH:28][C:27]([N:21]2[CH2:26][CH2:25][CH2:24][CH2:23][CH2:22]2)=[CH:34][CH:33]=1)[CH2:3][CH2:4][CH2:5][CH2:6][CH2:7][CH2:8][CH2:9][CH2:10][CH2:11][CH2:12][CH3:13] |f:0.1,6.7|. Reported procedure: 1-Dodecyl-2-methylpyridinium bromide (2.3 g, 0.0067 mole) and 4-piperidinobenzaldehyde (1.27 g, 0.0067 mole) were refluxed in methanol (20 ml) in the presence of piperdine (0.1 ml) under nitrogen for three hours. The solution was cooled and addition of ether gave a crystalline solid which was collected giving 1-dodecyl-2-[(4-piperidino)styryl]pyridinium bromide (0.85 g), melting point 203°-205° C. The reactants are C(C)N(CCS(=O)(=O)CC(C(=O)OCC1=CC=CC=C1)CC1=CC=CC=C1)CC (phenylmethyl α-[[[2-(diethylamino)ethyl]sulfonyl]methyl]benzenepropanoate). The reagents and catalysts are [Pd] (Pd/C). Solvent: C(C)O (ethanol). Product: C(C)N(CCS(=O)(=O)CC(C(=O)O)CC1=CC=CC=C1)CC (α-[[[2-(diethylamino)ethyl]sulfony]methyl]benzenepropanoic acid). Reaction SMILES: [CH2:1]([N:3]([CH2:28][CH3:29])[CH2:4][CH2:5][S:6]([CH2:9][CH:10]([CH2:21][C:22]1[CH:27]=[CH:26][CH:25]=[CH:24][CH:23]=1)[C:11]([O:13]CC1C=CC=CC=1)=[O:12])(=[O:8])=[O:7])[CH3:2]>C(O)C.[Pd]>[CH2:28]([N:3]([CH2:1][CH3:2])[CH2:4][CH2:5][S:6]([CH2:9][CH:10]([CH2:21][C:22]1[CH:27]=[CH:26][CH:25]=[CH:24][CH:23]=1)[C:11]([OH:13])=[O:12])(=[O:8])=[O:7])[CH3:29]. Procedure: The title compound of Step 16 (167 mg, 0.4 mmol) is debenzylated in ethanol with 5 psi H2 at room temperature for 1.5 hours using 4% Pd/C catalyst. After filtering, the solvent is stripped off to give the title compound. The reactants are C(C)C1=NC(=CC(=C1)CO)C ((2-ethyl-6-methyl-pyridin-4-yl)-methanol). The reagents and catalysts are O=[Mn]=O (MnO2). Solvent: C(Cl)Cl (DCM). Run at time 15 hour. Yields the product C(C)C1=NC(=CC(=C1)C=O)C (2-ethyl-6-methyl-pyridine-4-carbaldehyde). Isolated yield 107.2%. Reaction SMILES: [CH2:1]([C:3]1[CH:8]=[C:7]([CH2:9][OH:10])[CH:6]=[C:5]([CH3:11])[N:4]=1)[CH3:2]>C(Cl)Cl.O=[Mn]=O>[CH2:1]([C:3]1[CH:8]=[C:7]([CH:9]=[O:10])[CH:6]=[C:5]([CH3:11])[N:4]=1)[CH3:2]. Procedure details: A solution of crude (2-ethyl-6-methyl-pyridin-4-yl)-methanol (453.6 mg, 3 mmol) in DCM (30 mL) and MnO2 (2.6 g, 30 mmol) is added. The mixture is stirred at rt for 15 h, filtered and evaporated (130 mbar, 45° C.) to give crude 2-ethyl-6-methyl-pyridine-4-carbaldehyde (0.48 g); 1H NMR (CDCl3): δ 10.02 (s, 1H), 7.37 (s, 2H), 2.89 (q, J=7.6 Hz, 2H), 2.64 (s, 3H), 1.33 (t, J=7.6 Hz, 3H). Starting materials: CC([C@@H](C(N1[C@@H](CCC1)C1=NC2=C(N1)C1=CC=C(C=C1C=C2)B2OC(C(O2)(C)C)(C)C)=O)NC(OC)=O)C (Methyl (S)-3-methyl-1-oxo-1-((S)-2-(7-(4,4,5,5-tetramethyl-1,3,2-dioxaborolan-2-yl)-1H-naphtho[1,2-d]imidazol-2-yl)pyrrolidin-1-yl)butan-2-ylcarbamate), BrC=1C=C2C=CC3=C(NC(=N3)[C@H]3N([C@@H]4CC[C@H]3C4)C(=O)OC(C)(C)C)C2=CC1 ((1R,3S,4S)-tert-butyl 3-(7-bromo-1H-naphtho[1,2-d]imidazol-2-yl)-2-azabicyclo[2.2.1]heptane-2-carboxylate), C(=O)([O-])[O-].[K+].[K+] (K2CO3). Reagents/catalysts: C=1C=CC(=CC1)[P](C=2C=CC=CC2)(C=3C=CC=CC3)[Pd]([P](C=4C=CC=CC4)(C=5C=CC=CC5)C=6C=CC=CC6)([P](C=7C=CC=CC7)(C=8C=CC=CC8)C=9C=CC=CC9)[P](C=1C=CC=CC1)(C=1C=CC=CC1)C=1C=CC=CC1 (Pd(PPh3)4). Run in COCCOC (DME). Reaction conditions: time 18 hour. Product: COC(=O)N[C@H](C(=O)N1[C@@H](CCC1)C1=NC2=C(N1)C1=CC=C(C=C1C=C2)C=2C=C1C=CC3=C(NC(=N3)[C@H]3N([C@@H]4CC[C@H]3C4)C(=O)OC(C)(C)C)C1=CC2)C(C)C ((1R,3S,4S)-tert-butyl 3-(2′-((S)-1-((S)-2-(methoxycarbonylamino)-3-methylbutanoyl)pyrrolidin-2-yl)-1H,1′H-7,7′-binaphtho[1,2-d]imidazol-2-yl)-2-azabicyclo[2.2.1]heptane-2-carboxylate). The yield is 36.3%. As a reaction SMILES: [CH3:1][CH:2]([CH3:38])[C@H:3]([NH:33][C:34](=[O:37])[O:35][CH3:36])[C:4](=[O:32])[N:5]1[CH2:9][CH2:8][CH2:7][C@H:6]1[C:10]1[NH:14][C:13]2[C:15]3[C:20]([CH:21]=[CH:22][C:12]=2[N:11]=1)=[CH:19][C:18](B1OC(C)(C)C(C)(C)O1)=[CH:17][CH:16]=3.Br[C:40]1[CH:41]=[C:42]2[C:64](=[CH:65][CH:66]=1)[C:46]1[NH:47][C:48]([C@@H:50]3[C@@H:55]4[CH2:56][C@@H:52]([CH2:53][CH2:54]4)[N:51]3[C:57]([O:59][C:60]([CH3:63])([CH3:62])[CH3:61])=[O:58])=[N:49][C:45]=1[CH:44]=[CH:43]2.C([O-])([O-])=O.[K+].[K+]>COCCOC.C1C=CC([P]([Pd]([P](C2C=CC=CC=2)(C2C=CC=CC=2)C2C=CC=CC=2)([P](C2C=CC=CC=2)(C2C=CC=CC=2)C2C=CC=CC=2)[P](C2C=CC=CC=2)(C2C=CC=CC=2)C2C=CC=CC=2)(C2C=CC=CC=2)C2C=CC=CC=2)=CC=1>[CH3:36][O:35][C:34]([NH:33][C@@H:3]([CH:2]([CH3:38])[CH3:1])[C:4]([N:5]1[CH2:9][CH2:8][CH2:7][C@H:6]1[C:10]1[NH:14][C:13]2[C:15]3[C:20]([CH:21]=[CH:22][C:12]=2[N:11]=1)=[CH:19][C:18]([C:40]1[CH:41]=[C:42]2[C:64](=[CH:65][CH:66]=1)[C:46]1[NH:47][C:48]([C@@H:50]4[C@@H:55]5[CH2:56][C@@H:52]([CH2:53][CH2:54]5)[N:51]4[C:57]([O:59][C:60]([CH3:62])([CH3:63])[CH3:61])=[O:58])=[N:49][C:45]=1[CH:44]=[CH:43]2)=[CH:17][CH:16]=3)=[O:32])=[O:37] |f:2.3.4,^1:82,84,103,122|. Procedure: Methyl (S)-3-methyl-1-oxo-1-((S)-2-(7-(4,4,5,5-tetramethyl-1,3,2-dioxaborolan-2-yl)-1H-naphtho[1,2-d]imidazol-2-yl)pyrrolidin-1-yl)butan-2-ylcarbamate (372 mg, 0.715 mmol), (1R,3S,4S)-tert-butyl 3-(7-bromo-1H-naphtho[1,2-d]imidazol-2-yl)-2-azabicyclo[2.2.1]heptane-2-carboxylate (317 mg, 0.715 mmol), Pd(PPh3)4 (83 mg, 0.0715 mmol) and K2CO3 (2M in H2O, 0.7 mL, 1.4 mmol) were suspended in DME (3.6 mL). The mixture was degassed for 13 min with bubbling N2, then heated to reflux. After 18 h, the rea... Reactants: C1(O)=CC=C(O)C=C1 (hydroquinone), [OH-].[K+] (KOH), BrCCCCCBr (1,5-dibromopentane). Run in CO (MeOH). Yields the product BrCCCCCOC1=CC=C(C=C1)O (4-(5-bromopentyloxy)phenol). Isolated yield 17.9%. As a reaction SMILES: [C:1]1([CH:8]=[CH:7][C:5]([OH:6])=[CH:4][CH:3]=1)[OH:2].[OH-].[K+].[Br:11][CH2:12][CH2:13][CH2:14][CH2:15][CH2:16]Br>CO>[Br:11][CH2:12][CH2:13][CH2:14][CH2:15][CH2:16][O:2][C:1]1[CH:8]=[CH:7][C:5]([OH:6])=[CH:4][CH:3]=1 |f:1.2|. Reported procedure: To a solution of hydroquinone (2.0 g, 18.2 mmol) in MeOH (10 mL), KOH (1.02 g, 18.2 mmol) was added. Then 1,5-dibromopentane (3.1 mL, 22.7 mmol) was added dropwise over 10 min and the mixture was refluxed for 12 hours. The reaction mixture was concentrated, quenched with water (100 mL), and the aqueous layer was extracted with EtOAc (2×50 mL). The combined organic layer was washed water, brine, and dried over Na2SO4. The compound was purified by column chromatography to isolate intermediate 13a ... The reactants are [Li]CCCC, CN(C)P(=O)(N(C)C)N(C)C, CI, CCCCCC, Cc1cc(C)cc(Sc2c(CC#N)nc(C)n2C)c1. The product is Cc1cc(C)cc(Sc2c(C(C)C#N)nc(C)n2C)c1. RXN SMILES: [CH2:1]([Li:2])[CH2:3][CH2:4][CH3:5].[CH3:25][N:26]([CH3:27])[P:28](=[O:29])([N:30]([CH3:31])[CH3:32])[N:33]([CH3:34])[CH3:35].[CH3:36][I:37].[CH3:38][CH2:39][CH2:40][CH2:41][CH2:42][CH3:43].[CH3:6][n:7]1[c:8]([CH3:24])[n:9][c:10]([CH2:21][C:22]#[N:23])[c:11]1[S:12][c:13]1[cH:14][c:15]([CH3:20])[cH:16][c:17]([CH3:19])[cH:18]1>>[CH3:1][CH:21]([c:10]1[n:9][c:8]([CH3:24])[n:7]([CH3:6])[c:11]1[S:12][c:13]1[cH:14][c:15]([CH3:20])[cH:16][c:17]([CH3:19])[cH:18]1)[C:22]#[N:23].